Dataset: the Open Reaction Database (ORD), a public repository of structured organic reaction records. Task: describe an organic reaction: reactants, conditions, products, and yield Starting materials: TCA, O=C1N(C(CC1)=O)OC(CCCOC1=CC2=C(C(C3=C(CC2)C=CC=C3)CCCN(C)C)C=C1)=O (4-[5-(3-dimethylamino-propyl)-10,11-dihydro-5H-dibenzo[a,d]cyclohepten-2-yloxy]-butyric acid 2,5-dioxo-pyrrolidin-1-yl Ester), [OH-].[Na+] (NaOH), NCC1=CC=C(C(=O)O)C=C1 (4-(aminomethyl)benzoic acid), [OH-].[Na+] (NaOH), Cl (HCl). Solvent: C1CCOC1 (THF), O (H2O), C1CCOC1 (THF). Conditions: time 15 minute. Yields the product CN(CCCC1C2=C(CCC3=C1C=CC(=C3)OCCCC(=O)NCC3=CC=C(C(=O)O)C=C3)C=CC=C2)C (4-({4-[5-(3-dimethylaminopropyl)-10,11-dihydro-5H-dibenzo[a,d]cyclohepten-2-yloxy]butyrylamino}methyl)benzoic Acid). Yield: 81.0%. Reaction SMILES: [NH2:1][CH2:2][C:3]1[CH:11]=[CH:10][C:6]([C:7]([OH:9])=[O:8])=[CH:5][CH:4]=1.[OH-].[Na+].O=C1CCC(=O)N1[O:21][C:22](=O)[CH2:23][CH2:24][CH2:25][O:26][C:27]1[CH:47]=[CH:46][C:30]2[CH:31]([CH2:40][CH2:41][CH2:42][N:43]([CH3:45])[CH3:44])[C:32]3[CH:39]=[CH:38][CH:37]=[CH:36][C:33]=3[CH2:34][CH2:35][C:29]=2[CH:28]=1.Cl>O.C1COCC1>[CH3:45][N:43]([CH3:44])[CH2:42][CH2:41][CH2:40][CH:31]1[C:30]2[CH:46]=[CH:47][C:27]([O:26][CH2:25][CH2:24][CH2:23][C:22]([NH:1][CH2:2][C:3]3[CH:4]=[CH:5][C:6]([C:7]([OH:9])=[O:8])=[CH:10][CH:11]=3)=[O:21])=[CH:28][C:29]=2[CH2:35][CH2:34][C:33]2[CH:36]=[CH:37][CH:38]=[CH:39][C:32]1=2 |f:1.2|. Procedure: A mixture of 32 mg (0.212 mmol) of 4-(aminomethyl)benzoic acid in 2 ml of H2O and 4 ml of THF was treated with approximately 0.1 ml of 2 N NaOH such that the pH of the mixture was about 9. This was then treated with a solution of 100 mg (0.209 mmol) of the TCA NHS ester 9 in 4.5 ml of THF. The pH was adjusted to about 8.5-9.0 with 2 N NaOH and the reaction was stirred at room temperature for 15 minutes. The reaction was neutralized to pH 6 with 2 N HCl, then extracted twice with CH2Cl2. The CH2C... Reactants: N(=O)[O-].[Na+] (sodium nitrite), stannous chloride, [OH-].[Na+] (NaOH), Cl.IC1=C(N)C=CC=C1F (2-Iodo-3-fluoroaniline hydrochloride). Run in O (water), Cl (HCl), Cl (HCl). Run at temperature -10 celsius, time 4 hour. The product is Cl.FC=1C(=C(C=CC1)NN)I (3-Fluoro-2-iodophenylhydrazine Hydrochloride). As a reaction SMILES: [ClH:1].[I:2][C:3]1[C:9]([F:10])=[CH:8][CH:7]=[CH:6][C:4]=1[NH2:5].[N:11]([O-])=O.[Na+].[OH-].[Na+]>Cl.O>[ClH:1].[F:10][C:9]1[C:3]([I:2])=[C:4]([NH:5][NH2:11])[CH:6]=[CH:7][CH:8]=1 |f:0.1,2.3,4.5,8.9|. Procedure details: 2-Iodo-3-fluoroaniline hydrochloride (5.7 g, 0.021 mol) was stirred in 7.4 mL of concentrated HCl and cooled to -10° C. An aqueous solution of sodium nitrite (1.63 g, 0.024 mL) in 5 mL water was added dropwise over a 20 minute period, stannous chloride (9.95 g, 0.044 mol) in 12 mL of 6N HCl added at -5° C., warmed to room temperature and stirring continued for 4 hours. The reaction mixture was cooled to 0° C., and made basic with 50% NaOH (pH 10-11), extracted with ether, washed with water, brin... Starting materials: N1CCCC1 (pyrrolidine), C1(CC1)N(C(=O)C1=CC=2C(=NC(=C3C2N(C=N3)C)NC=3SC(=CN3)C(=O)O)N1CC)C1CC1 (2-(7-(dicyclopropylcarbamoyl)-6-ethyl-1-methyl-1,6-dihydroimidazo[4,5-d]pyrrolo[2,3-b]pyridin-4-ylamino)thiazole-5-carboxylic acid). The product is C1(CC1)N(C(=O)C1=CC=2C(=NC(=C3C2N(C=N3)C)NC=3SC(=CN3)C(=O)N3CCCC3)N1CC)C1CC1 (N,N-dicyclopropyl-6-ethyl-1-methyl-4-(5-(pyrrolidine-1-carbonyl)thiazol-2-ylamino)-1,6-dihydroimidazo[4,5-d]pyrrolo[2,3-b]pyridine-7-carboxamide). RXN SMILES: [NH:1]1[CH2:5][CH2:4][CH2:3][CH2:2]1.[CH:6]1([N:9]([CH:36]2[CH2:38][CH2:37]2)[C:10]([C:12]2[N:33]([CH2:34][CH3:35])[C:15]3=[N:16][C:17]([NH:24][C:25]4[S:26][C:27]([C:30](O)=[O:31])=[CH:28][N:29]=4)=[C:18]4[N:22]=[CH:21][N:20]([CH3:23])[C:19]4=[C:14]3[CH:13]=2)=[O:11])[CH2:8][CH2:7]1>>[CH:36]1([N:9]([CH:6]2[CH2:7][CH2:8]2)[C:10]([C:12]2[N:33]([CH2:34][CH3:35])[C:15]3=[N:16][C:17]([NH:24][C:25]4[S:26][C:27]([C:30]([N:1]5[CH2:5][CH2:4][CH2:3][CH2:2]5)=[O:31])=[CH:28][N:29]=4)=[C:18]4[N:22]=[CH:21][N:20]([CH3:23])[C:19]4=[C:14]3[CH:13]=2)=[O:11])[CH2:37][CH2:38]1. Procedure: This compound was prepared according to Example 20 using pyrrolidine and 2-(7-(dicyclopropylcarbamoyl)-6-ethyl-1-methyl-1,6-dihydroimidazo[4,5-d]pyrrolo[2,3-b]pyridin-4-ylamino)thiazole-5-carboxylic acid (example 20A) to provide N,N-dicyclopropyl-6-ethyl-1-methyl-4-(5-(pyrrolidine-1-carbonyl)thiazol-2-ylamino)-1,6-dihydroimidazo[4,5-d]pyrrolo[2,3-b]pyridine-7-carboxamide Reactants: ethyl 1,2-dihydro-5,8-dimethyl-9-fluoro-1-oxo-1H,5H-benzo[ij]quinolizine-2-carboxylate, FC=1C(=C2CCC(NC2=CC1)C)C (6-fluoro-5-methyl-1,2,3,4-tetrahydroquinaldine), C(C)OC=C(C(=O)OCC)C(=O)OCC (diethyl ethoxymethylenemalonate), Cl (hydrochloric acid), polyphosphoric acid. The solvent is [OH-].[Na+] (sodium hydroxide). Reaction conditions: temperature 100 celsius, time 1 hour. Product: CC1CCC2=C3C(C(C(=CN13)C(=O)O)=O)=CC(=C2C)F (6,7-dihydro-5,8-dimethyl-9- fluoro-1-oxo-1H,5H-benzo[ij]quinolizine-2-carboxylic acid). RXN SMILES: [F:1][C:2]1[C:3]([CH3:13])=[C:4]2[C:9](=[CH:10][CH:11]=1)[NH:8][CH:7]([CH3:12])[CH2:6][CH2:5]2.C([O:16][CH:17]=[C:18]([C:24](OCC)=O)[C:19]([O:21]CC)=[O:20])C.Cl>[OH-].[Na+]>[CH3:12][CH:7]1[N:8]2[C:9]3[C:10](=[CH:11][C:2]([F:1])=[C:3]([CH3:13])[C:4]=3[CH2:5][CH2:6]1)[C:17](=[O:16])[C:18]([C:19]([OH:21])=[O:20])=[CH:24]2 |f:3.4|. Procedure details: A mixture of 9.3 g of 6-fluoro-5-methyl-1,2,3,4-tetrahydroquinaldine and 17 ml of diethyl ethoxymethylenemalonate was heated at 150°-160° C. for 3.5 hours, and then cooled to 100° C. To this solution was added 56 g of polyphosphoric acid, and the mixture was stirred for one hour while heating on a steam bath. The mixture was then cooled to room temperature and allowed to stand for about 72 hours. To this mixture, containing ethyl 1,2-dihydro-5,8-dimethyl-9-fluoro-1-oxo-1H,5H-benzo[ij]quinolizine...